This data is from the Open Reaction Database (ORD), a public repository of structured organic reaction records. The task is: describe an organic reaction: reactants, conditions, products, and yield The reactants are Cc1ccccc1, [Na+], [OH-], OC1CCNCC1, CC(C(=O)O)c1ccccc1, O=C(Cl)CCc1ccccc1. Yields the product O=C(CCc1ccccc1)N1CCC(O)CC1. RXN SMILES: [CH3:32][c:33]1[cH:34][cH:35][cH:36][cH:37][cH:38]1.[Na+:31].[OH-:30].[OH:1][CH:2]1[CH2:3][CH2:4][NH:5][CH2:6][CH2:7]1.[c:19]1([CH:20]([CH3:21])[C:22]([OH:23])=[O:24])[cH:25][cH:26][cH:27][cH:28][cH:29]1.[c:8]1([CH2:14][CH2:15][C:16](=[O:17])[Cl:18])[cH:9][cH:10][cH:11][cH:12][cH:13]1>>[OH:1][CH:2]1[CH2:3][CH2:4][N:5]([C:16]([CH2:15][CH2:14][c:8]2[cH:9][cH:10][cH:11][cH:12][cH:13]2)=[O:17])[CH2:6][CH2:7]1. Run in O1CCCC1 (tetrahydrofuran). Isolated yield 221.1%. Run at temperature 50 celsius, time 7 hour. Procedure: A solution of (4R,5S)-2,2-dimethyl-5-[(4-methylphenyl)sulfonyl]oxy-1,3-dioxolan-4-yl 4-methyl-1-benzenesulfonate (5.07 g, 10.8 mmol) in a tetrahydrofuran (50 ml) −10% perchloric acid water (50 ml) mixed solvent was stirred at 50° C. for 7 hours. The tetrahydrofuran was distilled off under reduced pressure, extraction was performed with ethyl acetate and the extract was washed with brine. After drying with anhydrous magnesium sulfate, the solvent was distilled off to yield a crude product which w... RXN SMILES: CC1C=CC(S(O[C@@H:12]2[C@H:16]([O:17][S:18]([C:21]3[CH:26]=[CH:25][C:24]([CH3:27])=[CH:23][CH:22]=3)(=[O:20])=[O:19])OC(C)(C)[O:13]2)(=O)=O)=CC=1>O1CCCC1>[CH3:27][C:24]1[CH:23]=[CH:22][C:21]([S:18]([O:17][CH2:16][C@@H:12]([OH:13])[C@H:12]([OH:13])[CH2:16][O:17][S:18]([C:21]2[CH:22]=[CH:23][C:24]([CH3:27])=[CH:25][CH:26]=2)(=[O:19])=[O:20])(=[O:19])=[O:20])=[CH:26][CH:25]=1. Yields the product CC1=CC=C(C=C1)S(=O)(=O)OC[C@H]([C@@H](COS(=O)(=O)C1=CC=C(C=C1)C)O)O ((2R,3R)-2,3-Dihydroxy-4-([(4-methylphenyl)sulfonyl]oxy)butyl 4-methyl-1-benzenesulfonate). Starting materials: CC1=CC=C(C=C1)S(=O)(=O)O[C@H]1OC(O[C@H]1OS(=O)(=O)C1=CC=C(C=C1)C)(C)C ((4R,5S)-2,2-dimethyl-5-[(4-methylphenyl)sulfonyl]oxy-1,3-dioxolan-4-yl 4-methyl-1-benzenesulfonate). Starting materials: CCc1cccnc1, O=C(Nc1ccc(CCl)cc1)C1=Cc2cc(-c3ccccc3)ccc2CC1, CN(C)C=O. Product: CCc1ccc[n+](Cc2ccc(NC(=O)C3=Cc4cc(-c5ccccc5)ccc4CC3)cc2)c1, [Cl-]. Reaction SMILES: [CH2:28]([CH3:29])[c:30]1[cH:31][n:32][cH:33][cH:34][cH:35]1.[Cl:1][CH2:2][c:3]1[cH:4][cH:5][c:6]([NH:9][C:10](=[O:11])[C:12]2=[CH:13][c:14]3[cH:15][c:16](-[c:22]4[cH:23][cH:24][cH:25][cH:26][cH:27]4)[cH:17][cH:18][c:19]3[CH2:20][CH2:21]2)[cH:7][cH:8]1.[O:36]=[CH:37][N:38]([CH3:39])[CH3:40]>>[CH2:2]([c:3]1[cH:4][cH:5][c:6]([NH:9][C:10](=[O:11])[C:12]2=[CH:13][c:14]3[cH:15][c:16](-[c:22]4[cH:23][cH:24][cH:25][cH:26][cH:27]4)[cH:17][cH:18][c:19]3[CH2:20][CH2:21]2)[cH:7][cH:8]1)[n+:32]1[cH:31][c:30]([CH2:28][CH3:29])[cH:35][cH:34][cH:33]1.[Cl-:1]. Starting materials: S(=O)(=O)(C)OC1=CC(=CC=2CC[C@@H]3[C@@H]4CC[C@@H]([C@@]4(C)CC[C@@H]3C12)O)OS(=O)(=O)C (1,3-bis(mesyloxy)-8α-estra-1,3,5(10)-trien-17β-ol), 1,3-bis(mesyloxy)-17β-acetoxy-8α-estra, 100-triene, C(C)(=O)OC(C)=O (acetic anhydride), ice water. Run in N1=CC=CC=C1 (pyridine). Conditions: time 3 day. Yields the product S(=O)(=O)(C)OC1=CC(=CC=2CC[C@@H]3[C@@H]4CC[C@@H]([C@@]4(C)CC[C@@H]3C12)OC(C)=O)OS(=O)(=O)C (1,3-Bis(mesyloxy)-17β-acetoxy-8α-estra-1,3,5(10)triene). As a reaction SMILES: [S:1]([O:5][C:6]1[C:23]2[C@@H:22]3[C@@H:13]([C@H:14]4[C@@:18]([CH2:20][CH2:21]3)([CH3:19])[C@@H:17]([OH:24])[CH2:16][CH2:15]4)[CH2:12][CH2:11][C:10]=2[CH:9]=[C:8]([O:25][S:26]([CH3:29])(=[O:28])=[O:27])[CH:7]=1)([CH3:4])(=[O:3])=[O:2].[C:30](OC(=O)C)(=[O:32])[CH3:31]>N1C=CC=CC=1>[S:1]([O:5][C:6]1[C:23]2[C@@H:22]3[C@@H:13]([C@H:14]4[C@@:18]([CH2:20][CH2:21]3)([CH3:19])[C@@H:17]([O:24][C:30](=[O:32])[CH3:31])[CH2:16][CH2:15]4)[CH2:12][CH2:11][C:10]=2[CH:9]=[C:8]([O:25][S:26]([CH3:29])(=[O:27])=[O:28])[CH:7]=1)([CH3:4])(=[O:3])=[O:2]. Procedure: A solution of 200 mg. of 1,3-bis(mesyloxy)-8α-estra-1,3,5(10)-trien-17β-ol in 3 ml. of pyridine is combined with 2 ml. of acetic anhydride and allowed to stand at room temperature for 3 days. Then, the mixture is introduced into ice water, extracted with methylene chloride, washed with water, dried, and evaporated. The residue (180 mg.) is purified by layer chromatography, thus obtaining 150 mg. of 1,3-bis(mesyloxy)-17β-acetoxy-8α-estra- 1,3,5(100-triene. Reactants: CC(C)(C)OC(=O)NCC1(C(N)=O)CC12CCCCC2, Clc1nc(Cl)nc(Cl)n1, [Na+], CN(C)C=O, [OH-]. Yields the product CC(C)(C)OC(=O)NCC1(C#N)CC12CCCCC2. As a reaction SMILES: [C:1]([CH3:2])([CH3:3])([CH3:4])[O:5][C:6]([NH:7][CH2:8][C:9]1([C:17]([NH2:18])=[O:19])[CH2:10][C:11]12[CH2:12][CH2:13][CH2:14][CH2:15][CH2:16]2)=[O:20].[Cl:21][c:22]1[n:23][c:24]([Cl:25])[n:26][c:27]([Cl:28])[n:29]1.[Na+:31].[O:32]=[CH:33][N:34]([CH3:35])[CH3:36].[OH-:30]>>[C:1]([CH3:2])([CH3:3])([CH3:4])[O:5][C:6]([NH:7][CH2:8][C:9]1([C:17]#[N:18])[CH2:10][C:11]12[CH2:12][CH2:13][CH2:14][CH2:15][CH2:16]2)=[O:20].